This data is from the Open Reaction Database (ORD), a public repository of structured organic reaction records. The task is: describe an organic reaction: reactants, conditions, products, and yield The reactants are N1=CN=C2NC=NC2=C1N (9H-purin-6-amine), OC1CN(CCC1)C(=O)OC(C)(C)C (tert-butyl 3-hydroxypiperidine-1-carboxylate), C1=CC=C(C=C1)P(C2=CC=CC=C2)C3=CC=CC=C3 (PPh3), CC(C)OC(=O)/N=N/C(=O)OC(C)C (DIAD). Solvent: C1CCOC1 (THF). Conditions: time 15 minute. Yields the product NC1=C2N=CN(C2=NC=N1)C1CN(CCC1)C(=O)OC(C)(C)C (tert-butyl 3-(6-amino-9H-purin-9-yl)piperidine-1-carboxylate). Isolated yield 11.0%. RXN SMILES: [N:1]1[C:9]([NH2:10])=[C:8]2[C:4]([NH:5][CH:6]=[N:7]2)=[N:3][CH:2]=1.O[CH:12]1[CH2:17][CH2:16][CH2:15][N:14]([C:18]([O:20][C:21]([CH3:24])([CH3:23])[CH3:22])=[O:19])[CH2:13]1.C1C=CC(P(C2C=CC=CC=2)C2C=CC=CC=2)=CC=1.CC(OC(/N=N/C(OC(C)C)=O)=O)C>C1COCC1>[NH2:10][C:9]1[N:1]=[CH:2][N:3]=[C:4]2[C:8]=1[N:7]=[CH:6][N:5]2[CH:16]1[CH2:17][CH2:12][CH2:13][N:14]([C:18]([O:20][C:21]([CH3:24])([CH3:23])[CH3:22])=[O:19])[CH2:15]1. Procedure: To a solution of 9H-purin-6-amine (945 mg, 7 mmol, 1.0 eq) in THF (1 mL) was added tert-butyl 3-hydroxypiperidine-1-carboxylate (2.996 g, 14 mmol, 2.0 eq) and PPh3 (3.67 g, 14 mmol, 2.0 eq). After stirring for the solution for 15 min, DIAD (2.83 g, 14 mmol, 2.0 eq) was added the reaction was continued to be stirred rt for 1 h. The solvent was removed in vacuo and the residue was purified on a silica gel column (PE/EA=5:1) to afford the title compound as a yellow solid (245 mg, yield 11%). 1H NMR... Product: COc1cccc(N2CCN(C3=Nc4c(F)cccc4C(CC(=O)O)N3c3cc(C(F)(F)F)ccc3OC)CC2)c1. RXN SMILES: [CH2:45]1[O:46][CH2:47][CH2:48][O:49][CH2:50]1.[CH3:1][CH:2]([C:3](=[O:4])[O-:5])[CH:6]1[N:7]([c:31]2[c:32]([O:41][CH3:42])[cH:33][cH:34][c:35]([C:37]([F:38])([F:39])[F:40])[cH:36]2)[C:8]([N:17]2[CH2:18][CH2:19][N:20]([c:23]3[cH:24][c:25]([O:29][CH3:30])[cH:26][cH:27][cH:28]3)[CH2:21][CH2:22]2)=[N:9][c:10]2[c:11]([F:16])[cH:12][cH:13][cH:14][c:15]21.[Na+:44].[OH-:43]>>[CH2:2]([C:3](=[O:4])[OH:5])[CH:6]1[N:7]([c:31]2[c:32]([O:41][CH3:42])[cH:33][cH:34][c:35]([C:37]([F:38])([F:39])[F:40])[cH:36]2)[C:8]([N:17]2[CH2:18][CH2:19][N:20]([c:23]3[cH:24][c:25]([O:29][CH3:30])[cH:26][cH:27][cH:28]3)[CH2:21][CH2:22]2)=[N:9][c:10]2[c:11]([F:16])[cH:12][cH:13][cH:14][c:15]21. Starting materials: C1COCCO1, COc1cccc(N2CCN(C3=Nc4c(F)cccc4C(C(C)C(=O)[O-])N3c3cc(C(F)(F)F)ccc3OC)CC2)c1, [Na+], [OH-].